describe an organic reaction: reactants, conditions, products, and yield From a dataset of the Open Reaction Database (ORD), a public repository of structured organic reaction records. The product is C1(NCC2=CC=CC=C12)=O (isoindolin-1-one). Procedure: The same procedures as in Example 29 were repeated except for using 5.01 g of 2-cyano-11-hydroxy-5, 11-dihydro-6H-dibenz[b,e]-azepin-6-one and 12.82 g of 2-(aminoethyl)-1-ethylpyrrolidine as the starting materials. Thus, 0.93 g of 3-(2-amino-5-cyanophenyl)-2-[1-ethylpyrrolidin-2-yl) methyl]isoindolin-1-one (Compound 35) was obtained. The reactants are C(#N)C1=CC2=C(NC(C3=C(C2O)C=CC=C3)=O)C=C1 (2-cyano-11-hydroxy-5, 11-dihydro-6H-dibenz[b,e]-azepin-6-one), NCCC1N(CCC1)CC (2-(aminoethyl)-1-ethylpyrrolidine). Reaction SMILES: C(C1C=CC2[NH:7][C:8](=O)[C:9]3[CH:16]=[CH:15][CH:14]=[CH:13][C:10]=3[CH:11]([OH:12])C=2C=1)#N.NCCC1CCCN1CC>>[C:11]1(=[O:12])[C:10]2[C:9](=[CH:16][CH:15]=[CH:14][CH:13]=2)[CH2:8][NH:7]1. Reactants: BrC=1C(=C(C(=O)O)C(=CC1)OC1=C(C=C(C=C1)OC)F)F (3-bromo-2-fluoro-6-(2-fluoro-4-methoxyphenoxy)benzoic acid), S(O)(O)(=O)=O (sulfuric acid), ice water. Run at temperature 60 celsius. Product: BrC1=C(C=2C(C3=CC(=CC(=C3OC2C=C1)F)OC)=O)F (2-bromo-1,5-difluoro-7-methoxy-9H-xanthen-9-one). Isolated yield 56.5%. Reaction SMILES: [Br:1][C:2]1[C:3]([F:21])=[C:4]([C:8]([O:11][C:12]2[CH:17]=[CH:16][C:15]([O:18][CH3:19])=[CH:14][C:13]=2[F:20])=[CH:9][CH:10]=1)[C:5]([OH:7])=O.S(=O)(=O)(O)O>>[Br:1][C:2]1[CH:10]=[CH:9][C:8]2[O:11][C:12]3[C:17](=[CH:16][C:15]([O:18][CH3:19])=[CH:14][C:13]=3[F:20])[C:5](=[O:7])[C:4]=2[C:3]=1[F:21]. Procedure: To a 500 mL flask was added 3-bromo-2-fluoro-6-(2-fluoro-4-methoxyphenoxy)benzoic acid (43.45 g, 121 mmol) in conc. sulfuric acid (127 mL, 1815 mmol). The sticky mixture was heated at 60° C. for 2.5 h. The reaction was then poured into ice water very slowly with stirring. The yellow precipitate was filtered through Buchner funnel and washed excess water. Then the filter cake was put in a beaker and carefully neutralized with mixture of 2N aqoueous NaOH solution and saturated aqueous NaHCO3. The ... Starting materials: CON(C(=O)C1COCC1)C (N-methoxy-N-methyloxolane-3-carboxamide), C(C)(C)NC(C)C (Diisopropylamine), FC=1C=NC=CC1 (3-Fluoro-pyridine), [Li]CCCC (nBuLi). Run in C1CCOC1 (THF), C1CCOC1 (THF). Run at time 10 minute. Yields the product FC=1C=NC=CC1C(=O)C1COCC1 (3-Fluoro-4-[(oxolan-3-yl)carbonyl]pyridine). Isolated yield 7.3%. RXN SMILES: C(NC(C)C)(C)C.[Li]CCCC.[F:13][C:14]1[CH:15]=[N:16][CH:17]=[CH:18][CH:19]=1.CON(C)[C:23]([CH:25]1[CH2:29][CH2:28][O:27][CH2:26]1)=[O:24]>C1COCC1>[F:13][C:14]1[CH:15]=[N:16][CH:17]=[CH:18][C:19]=1[C:23]([CH:25]1[CH2:29][CH2:28][O:27][CH2:26]1)=[O:24]. Reported procedure: Diisopropylamine (605 μL, 4.30 mmol) was dissolved in THF (8 mL) and cooled to −78° C. nBuLi (1.72 mL, 2.5 M in hexanes, 4.30 mmol) was added and the resulting solution was stirred for 10 min, warmed to room temperature for 30 min and re-cooled to −78° C. 3-Fluoro-pyridine (370 μL, 4.30 mmol) was added drop-wise and the reaction mixture was stirred for 2 h. A solution of N-methoxy-N-methyloxolane-3-carboxamide (685 mg, 4.30 mmol) in THF (4.2 mL) was added drop-wise and the reaction mixture was w... The reactants are [Ag+], COC(=O)C1OC(C)(C)N(C(=O)OC(C)(C)C)C1c1ccc(C#C[Si](C)(C)C)cc1, CCO, N#C[K], O=[N+]([O-])[O-], O. The product is C#Cc1ccc(C2C(C(=O)OC)OC(C)(C)N2C(=O)OC(C)(C)C)cc1. As a reaction SMILES: [Ag+:42].[C:1]([CH3:2])([CH3:3])([CH3:4])[O:5][C:6](=[O:7])[N:8]1[C:9]([CH3:29])([CH3:30])[O:10][CH:11]([C:25](=[O:26])[O:27][CH3:28])[CH:12]1[c:13]1[cH:14][cH:15][c:16]([C:19]#[C:20][Si:21]([CH3:22])([CH3:23])[CH3:24])[cH:17][cH:18]1.[CH3:34][CH2:35][OH:36].[K:31][C:32]#[N:33].[N+:38]([O-:39])([O-:40])=[O:41].[OH2:37]>>[C:1]([CH3:2])([CH3:3])([CH3:4])[O:5][C:6](=[O:7])[N:8]1[C:9]([CH3:29])([CH3:30])[O:10][CH:11]([C:25](=[O:26])[O:27][CH3:28])[CH:12]1[c:13]1[cH:14][cH:15][c:16]([C:19]#[CH:20])[cH:17][cH:18]1.